Dataset: the Open Reaction Database (ORD), a public repository of structured organic reaction records. Task: describe an organic reaction: reactants, conditions, products, and yield Starting materials: product, 21-acetoxy, CO (methanol), C([O-])([O-])=O.[K+].[K+] (potassium carbonate), CC(=O)S (ethanethiolic acid), C(C)(=O)OCC([C@H]1CC[C@H]2[C@@H]3C=CC4=CC(CC[C@]4(C)[C@H]3CC[C@]12C)=O)=O (21-acetoxy-4,6-pregnadiene-3,20-dione), C-21-alcohol. Run in C(Cl)Cl (methylene chloride). The product is C(C)(=O)S[C@H]1[C@H]2[C@@H]3CC[C@H](C(CO)=O)[C@]3(CC[C@@H]2[C@]2(CCC(C=C2C1)=O)C)C (7α-Acetylthio-21-hydroxy-4-pregnene-3,20-dione). RXN SMILES: CO.C(=O)([O-])[O-].[K+].[K+].C([O:12][CH2:13][C:14](=[O:35])[C@@H:15]1[C@:32]2([CH3:33])[C@H:18]([C@H:19]3[C@H:29]([CH2:30][CH2:31]2)[C@:27]2([CH3:28])[C:22](=[CH:23][C:24](=[O:34])[CH2:25][CH2:26]2)[CH:21]=[CH:20]3)[CH2:17][CH2:16]1)(=O)C.[CH3:36][C:37]([SH:39])=[O:38]>C(Cl)Cl>[C:37]([S:39][C@@H:20]1[CH2:21][C:22]2[C@:27]([CH3:28])([CH2:26][CH2:25][C:24](=[O:34])[CH:23]=2)[C@@H:29]2[C@@H:19]1[C@H:18]1[C@:32]([CH3:33])([CH2:31][CH2:30]2)[C@@H:15]([C:14](=[O:35])[CH2:13][OH:12])[CH2:16][CH2:17]1)(=[O:38])[CH3:36] |f:1.2.3|. Procedure: The product of Example 3 was hydrolyzed by treating 0.5 g of the 21-acetoxy derivative in 8 ml methylene chloride with 10 ml methanol and 4 ml 0.2M aqueous potassium carbonate at room temperature under nitrogen for 30 minutes. The hydrolyzed product was extracted with methylene chloride, washed with water, dried and evaporated. A sample obtained by preparative high performance liquid chromatography showed M+ =404 daltons. An identical product was obtained by a different synthetic route involving... Reactants: BrCCCBr, CC(C)(C)OC(=O)n1nc(-c2cc3ccc(O)cc3n2C(=O)OC(C)(C)C)c2sc(CO)cc21, O=C([O-])[O-], [Cs+], [Cs+]. The product is CC(C)(C)OC(=O)n1nc(-c2cc3ccc(OCCCBr)cc3n2C(=O)OC(C)(C)C)c2sc(CO)cc21. Reaction SMILES: [Br:41][CH2:42][CH2:43][CH2:44][Br:45].[C:1]([CH3:2])([CH3:3])([CH3:4])[O:5][C:6](=[O:7])[n:8]1[c:9](-[c:18]2[c:19]3[c:20]([n:21]([C:23](=[O:24])[O:25][C:26]([CH3:27])([CH3:28])[CH3:29])[n:22]2)[cH:30][c:31]([CH2:33][OH:34])[s:32]3)[cH:10][c:11]2[cH:12][cH:13][c:14]([OH:17])[cH:15][c:16]12.[C:35](=[O:36])([O-:37])[O-:38].[Cs+:39].[Cs+:40]>>[C:1]([CH3:2])([CH3:3])([CH3:4])[O:5][C:6](=[O:7])[n:8]1[c:9](-[c:18]2[c:19]3[c:20]([n:21]([C:23](=[O:24])[O:25][C:26]([CH3:27])([CH3:28])[CH3:29])[n:22]2)[cH:30][c:31]([CH2:33][OH:34])[s:32]3)[cH:10][c:11]2[cH:12][cH:13][c:14]([O:17][CH2:44][CH2:43][CH2:42][Br:41])[cH:15][c:16]12. The reactants are C(C1=CC=CC=C1)OC=1C(=C(C(=NC1)OC(C)C)C)C(=O)OC (methyl 5-(benzyloxy)-3-methyl-2-(propan-2-yloxy)pyridine-4-carboxylate). The reagents and catalysts are [Pd] (Pd/C). Run in CO (MeOH). Product: OC=1C(=C(C(=NC1)OC(C)C)C)C(=O)OC (methyl 5-hydroxy-3-methyl-2-(propan-2-yloxy)pyridine-4-carboxylate). The yield is 88.8%. As a reaction SMILES: C([O:8][C:9]1[C:10]([C:20]([O:22][CH3:23])=[O:21])=[C:11]([CH3:19])[C:12]([O:15][CH:16]([CH3:18])[CH3:17])=[N:13][CH:14]=1)C1C=CC=CC=1>CO.[Pd]>[OH:8][C:9]1[C:10]([C:20]([O:22][CH3:23])=[O:21])=[C:11]([CH3:19])[C:12]([O:15][CH:16]([CH3:17])[CH3:18])=[N:13][CH:14]=1. Procedure details: A mixture of methyl 5-(benzyloxy)-3-methyl-2-(propan-2-yloxy)pyridine-4-carboxylate (131b, 1.1 g, 3.5 mmol) and Pd/C (0.5 g) in MeOH (60 mL) was hydrogenated under an H2 balloon at room temperature for 2 hours. The reaction mixture was filtered through CELITE® and the filtrate was concentrated under vacuum to give methyl 5-hydroxy-3-methyl-2-(propan-2-yloxy)pyridine-4-carboxylate (131c, 0.7 g, 89%) as yellow oil. Reactants: ClC=1C=C(CN2CC(OCC2)CN)C=CC1Cl ([4-(3,4-Dichlorobenzyl)morpholin-2-yl]methylamine), N(=C=O)C=1C=C(C(=O)OC)C=CC1 (methyl 3-isocyanatobenzoate). Product: ClC=1C=C(CN2CC(OCC2)CNC(=O)NC=2C=C(C(=O)OC)C=CC2)C=CC1Cl (Methyl 3-{[({[4-(3,4-dichlorobenzyl)morpholin-2-yl]methyl}amino)carbonyl]amino}benzoate). Yield: 90.0%. As a reaction SMILES: [Cl:1][C:2]1[CH:3]=[C:4]([CH:14]=[CH:15][C:16]=1[Cl:17])[CH2:5][N:6]1[CH2:11][CH2:10][O:9][CH:8]([CH2:12][NH2:13])[CH2:7]1.[N:18]([C:21]1[CH:22]=[C:23]([CH:28]=[CH:29][CH:30]=1)[C:24]([O:26][CH3:27])=[O:25])=[C:19]=[O:20]>>[Cl:1][C:2]1[CH:3]=[C:4]([CH:14]=[CH:15][C:16]=1[Cl:17])[CH2:5][N:6]1[CH2:11][CH2:10][O:9][CH:8]([CH2:12][NH:13][C:19]([NH:18][C:21]2[CH:22]=[C:23]([CH:28]=[CH:29][CH:30]=2)[C:24]([O:26][CH3:27])=[O:25])=[O:20])[CH2:7]1. Reported procedure: Example 15 was prepared in an analogous manner to Example 1 using a mixture of Intermediate 3 (0.025 g) and methyl 3-isocyanatobenzoate (0.0241 g) to give the title compound (0.037 g). LC-MS (System A): Rt 2.32 mins, Mass Spectrum m/z 452 [MH+]. The reactants are ONC(C)=N (N-hydroxy-acetamidine), FC1=CC=C(C=C1)C1CCC(N1S(=O)(=O)C1=CC=C(C=C1)C)CCC(=O)O ((2RS,5SR)-3-[5-(4-fluoro-phenyl)-1-(toluene-4-sulfonyl)-pyrrolidin-2-yl]-propionic acid). Product: FC1=CC=C(C=C1)C1CCC(N1S(=O)(=O)C1=CC=C(C=C1)C)CCC1=NC(=NO1)C ((2RS,5SR)-5-{2-[5-(4-Fluoro-phenyl)-1-(toluene-4-sulfonyl)-pyrrolidin-2-yl]-ethyl}-3-methyl-[1,2,4]oxadiazole). As a reaction SMILES: [OH:1][NH:2][C:3](=[NH:5])[CH3:4].[F:6][C:7]1[CH:12]=[CH:11][C:10]([CH:13]2[N:17]([S:18]([C:21]3[CH:26]=[CH:25][C:24]([CH3:27])=[CH:23][CH:22]=3)(=[O:20])=[O:19])[CH:16]([CH2:28][CH2:29][C:30](O)=O)[CH2:15][CH2:14]2)=[CH:9][CH:8]=1>>[F:6][C:7]1[CH:8]=[CH:9][C:10]([CH:13]2[N:17]([S:18]([C:21]3[CH:22]=[CH:23][C:24]([CH3:27])=[CH:25][CH:26]=3)(=[O:19])=[O:20])[CH:16]([CH2:28][CH2:29][C:30]3[O:1][N:2]=[C:3]([CH3:4])[N:5]=3)[CH2:15][CH2:14]2)=[CH:11][CH:12]=1. Reported procedure: The title compound, white solid, m.p. 91° C. and MS: m/e=430.5 (M+) was prepared in accordance with the general method of example 13 from N-hydroxy-acetamidine and (2RS,5SR)-3-[5-(4-fluoro-phenyl)-1-(toluene-4-sulfonyl)-pyrrolidin-2-yl]-propionic acid, which was prepared in accordance with the general method of example 6a from (2RS,5SR)-3-[5-(4-fluoro-phenyl)-1-(toluene-4-sulfonyl)-pyrrolidin-2-yl]-propionic acid methyl ester. The reactants are C(C)(=O)C=1C=C(C=CC1)N=C1SCC(N1CC=1C=NC=CC1)=O (2-(3-acetylphenylimino)-3-pyridin-3-ylmethylthiazolidin-4-one), C1(=CC=C(C=C1)S(=O)(=O)[O-])C.C[N+]1=C(SC2=C1C=CC=C2)SC (3-methyl-2-(methylthio)benzothiazol-3-ium p-toluenesulfonate). The product is C(C)(=O)C=1C=C(C=CC1)N=C1SC(C(N1CC=1C=NC=CC1)=O)=C1SC2=C(N1C)C=CC=C2 (2-(3-acetylphenylimino)-5-(3-methyl-3H-benzothiazol-2-ylidene)-3-pyridin-3-ylmethylthiazolidin-4-one). RXN SMILES: [C:1]([C:4]1[CH:5]=[C:6]([N:10]=[C:11]2[N:15]([CH2:16][C:17]3[CH:18]=[N:19][CH:20]=[CH:21][CH:22]=3)[C:14](=[O:23])[CH2:13][S:12]2)[CH:7]=[CH:8][CH:9]=1)(=[O:3])[CH3:2].C1(C)C=CC(S([O-])(=O)=O)=CC=1.[CH3:35][N+:36]1[C:40]2[CH:41]=[CH:42][CH:43]=[CH:44][C:39]=2[S:38][C:37]=1SC>>[C:1]([C:4]1[CH:5]=[C:6]([N:10]=[C:11]2[N:15]([CH2:16][C:17]3[CH:18]=[N:19][CH:20]=[CH:21][CH:22]=3)[C:14](=[O:23])[C:13](=[C:37]3[N:36]([CH3:35])[C:40]4[CH:41]=[CH:42][CH:43]=[CH:44][C:39]=4[S:38]3)[S:12]2)[CH:7]=[CH:8][CH:9]=1)(=[O:3])[CH3:2] |f:1.2|. Reported procedure: The title compound was prepared from intermediate 2-(3-acetylphenylimino)-3-pyridin-3-ylmethylthiazolidin-4-one and 3-methyl-2-(methylthio)benzothiazol-3-ium p-toluenesulfonate as described in Example 45. 1H-NMR (CDCl3): δ 8.87 (1H, d), 8.56 (1H, dd), 7.93 (1H, m), 7.74 (1H, m), 7.60 (1H, m), 7.53 (1H, d), 7.46 (1H, m), 7.27–7.38 (2H, m), 7.17–7.23 (2H, m), 7.05 (1H, d), 5.18 (2H, s), 3.74 (3H, s), 2.62 (3H, s); MS(ESI): 473 (MH+). Reactants: C(C#CC)N1C(=NC=2N=C(N(C(C12)=O)CC1=C(C=CC=C1)C#N)Cl)N1CC(CCC1)NC(OC(C)(C)C)=O (t-butyl [1-[7-(2-butynyl)-2-chloro-1-(2-cyanobenzyl)-6-oxo-6,7-dihydro-1H-purin-8-yl]piperidin-3-yl]carbamate), Cl.NC1CN(CCC1)C1=NC=2N=C(N(C(C2N1CC#CC)=O)CC1=C(C=CC=C1)C#N)C#N (8-(3-Aminopiperidin-1-yl)-7-(2-butynyl)-1-(2-cyanobenzyl)-6-oxo-6,7-dihydro-1H-purine-2-carbonitrile hydrochloride), C([O-])([O-])=O.[K+].[K+] (potassium carbonate), Examples 242 ( f ). Solvent: CO (methanol). Conditions: time 3 hour. Yields the product Cl.NC1CN(CCC1)C1=NC=2N=C(N(C(C2N1CC#CC)=O)CC1=C(C#N)C=CC=C1)OC (2-[8-(3-Amino piperidin-1-yl)-7-(2-butynyl)-2-methoxy-6-oxo-6,7-dihydropurin-1-ylmethyl]benzonitrile hydrochloride). RXN SMILES: [CH2:1]([N:5]1[C:13]2[C:12](=[O:14])[N:11]([CH2:15][C:16]3[CH:21]=[CH:20][CH:19]=[CH:18][C:17]=3[C:22]#[N:23])[C:10]([Cl:24])=[N:9][C:8]=2[N:7]=[C:6]1[N:25]1[CH2:30][CH2:29][CH2:28][CH:27]([NH:31]C(=O)OC(C)(C)C)[CH2:26]1)[C:2]#[C:3][CH3:4].[C:39](=O)([O-])[O-:40].[K+].[K+].Cl.NC1CCCN(C2N(CC#CC)C3C(=O)N(CC4C=CC=CC=4C#N)C(C#N)=NC=3N=2)C1>CO>[ClH:24].[NH2:31][CH:27]1[CH2:28][CH2:29][CH2:30][N:25]([C:6]2[N:5]([CH2:1][C:2]#[C:3][CH3:4])[C:13]3[C:12](=[O:14])[N:11]([CH2:15][C:16]4[CH:21]=[CH:20][CH:19]=[CH:18][C:17]=4[C:22]#[N:23])[C:10]([O:40][CH3:39])=[N:9][C:8]=3[N:7]=2)[CH2:26]1 |f:1.2.3,4.5,7.8|. Reported procedure: A mixture consisting of 15 mg of t-butyl [1-[7-(2-butynyl)-2-chloro-1-(2-cyanobenzyl)-6-oxo-6,7-dihydro-1H-purin-8-yl]piperidin-3-yl]carbamate, 20 mg of anhydrous potassium carbonate and 0.2 ml of methanol was stirred for three hours. Subsequent steps were carried out according to the same procedure as used in Examples 242 (f) and (g). Thus, the title compound was synthesized.